Dataset: the Open Reaction Database (ORD), a public repository of structured organic reaction records. Task: describe an organic reaction: reactants, conditions, products, and yield The reactants are C(C)(C)(C)C=1C=C2CCC(C2=CC1)N (5-tert-Butyl-2,3-dihydro-1H-inden-1-ylamine), C(C)(=O)N[C@@H](CC(C)C)C(=O)O (N-acetyl-(L)-leucine). The solvent is CO (methanol). Conditions: temperature 65 celsius. The product is C(C)(C)(C)C=1C=C2CC[C@@H](C2=CC1)N ((1S)-5-tert-butyl-2,3-dihydro-1H-inden-1-ylamine). RXN SMILES: [C:1]([C:5]1[CH:6]=[C:7]2[C:11](=[CH:12][CH:13]=1)[CH:10]([NH2:14])[CH2:9][CH2:8]2)([CH3:4])([CH3:3])[CH3:2].C(N[C@H](C(O)=O)CC(C)C)(=O)C>CO>[C:1]([C:5]1[CH:6]=[C:7]2[C:11](=[CH:12][CH:13]=1)[C@@H:10]([NH2:14])[CH2:9][CH2:8]2)([CH3:4])([CH3:2])[CH3:3]. Procedure: 5-tert-Butyl-2,3-dihydro-1H-inden-1-ylamine (25.51 g, 93% potency), N-acetyl-(L)-leucine (23.34 g), and methanol (315 mL) were combined and heated at 65° C. for 1 hour. The solution was allowed to cool to ambient temperature. The solids were filtered and washed with toluene. The solid was then resuspended in methanol (125 mL) and brought to reflux. The solution was allowed to cool to ambient temperature and the solids were filtered. The solid was dried at 40° C. under reduced pressure to provide... The reactants are BrC=1C=C2C(=NC1)N(C(=N2)C2=C(C=CC=C2)SCC)C (6-bromo-2-(2-ethylsulfanylphenyl)-3-methyl-3H-imidazo[4,5-b]pyridine), C1CCOC1 (THF), C(CCC)[Li] (n-butyllithium), [Cl-].[NH4+] (ammonium chloride). Solvent: C(=O)=O.CC(=O)C (dry-ice acetone), CN(C)C=O (DMF). Run at time 30 minute. Yields the product C(C)SC1=C(C=CC=C1)C1=NC=2C(=NC=C(C2)C=O)N1C (2-(2-ethylsulfanylphenyl)-3-methyl-3H-imidazo[4,5-b]pyridin-6-carbaldehyde). As a reaction SMILES: Br[C:2]1[CH:3]=[C:4]2[N:10]=[C:9]([C:11]3[CH:16]=[CH:15][CH:14]=[CH:13][C:12]=3[S:17][CH2:18][CH3:19])[N:8]([CH3:20])[C:5]2=[N:6][CH:7]=1.C1C[O:24][CH2:23]C1.C([Li])CCC.[Cl-].[NH4+]>C(=O)=O.CC(C)=O.CN(C=O)C>[CH2:18]([S:17][C:12]1[CH:13]=[CH:14][CH:15]=[CH:16][C:11]=1[C:9]1[N:8]([CH3:20])[C:5]2=[N:6][CH:7]=[C:2]([CH:23]=[O:24])[CH:3]=[C:4]2[N:10]=1)[CH3:19] |f:3.4,5.6|. Procedure details: To a mixture of 6-bromo-2-(2-ethylsulfanylphenyl)-3-methyl-3H-imidazo[4,5-b]pyridine (2 g) and THF (60 ml), n-butyllithium (1.6 M in hexane) (4.3 ml) was added dropwise with cooling in dry-ice-acetone bath. The mixture was stirred for 30 minutes, and then DMF (2.2 ml) was poured. The mixture was heated to room temperature, and then saturated aqueous ammonium chloride solution was poured, and extracted with ethyl acetate. The organic layer was dried over sodium sulfate, and concentrated under red... The reactants are [PH4+] (phosphonium), C1(=CC=CC=C1)P(C1=CC=CC=C1)C1=CC=CC=C1 (Triphenyl phosphine), BrCC(=O)OCC (ethyl bromoacetate), [Br-].C(C)OC(=O)C[P+](C1=CC=CC=C1)(C1=CC=CC=C1)C1=CC=CC=C1 ((ethoxycarbonylmethyl) triphenylphosphonium bromide), [OH-].[Na+] (sodium hydroxide). Run in O (water), C1=CC=CC=C1 (benzene). Yields the product C(C)OC(=O)C=P(C1=CC=CC=C1)(C1=CC=CC=C1)C1=CC=CC=C1 ((ethoxycarbonyl methylene) triphenyl phosphorane). The yield is 80.0%. RXN SMILES: C1(P(C2C=CC=CC=2)C2C=CC=CC=2)C=CC=CC=1.BrCC(OCC)=O.[Br-].[CH2:28]([O:30][C:31]([CH2:33][P+:34]([C:47]1[CH:52]=[CH:51][CH:50]=[CH:49][CH:48]=1)([C:41]1[CH:46]=[CH:45][CH:44]=[CH:43][CH:42]=1)[C:35]1[CH:40]=[CH:39][CH:38]=[CH:37][CH:36]=1)=[O:32])[CH3:29].[PH4+].[OH-].[Na+]>C1C=CC=CC=1.O>[CH2:28]([O:30][C:31]([CH:33]=[P:34]([C:47]1[CH:52]=[CH:51][CH:50]=[CH:49][CH:48]=1)([C:41]1[CH:42]=[CH:43][CH:44]=[CH:45][CH:46]=1)[C:35]1[CH:40]=[CH:39][CH:38]=[CH:37][CH:36]=1)=[O:32])[CH3:29] |f:2.3,5.6|. Procedure: Triphenyl phosphine (13 g.) was dissolved in dry benzene (60 ml.) and ethyl bromoacetate (8.3 g.) was added dropwise. The solution was heated at 70° for 2 days, and then cooled and filtered. The residue was washed with benzene and dried to give about 16 g. of (ethoxycarbonylmethyl) triphenylphosphonium bromide. The phosphonium salt (10 g.) was dissolved in water (250 ml.) and 5% aqueous sodium hydroxide was added dropwise with stirring until the solution became alkaline to litmus. The resulting ... The reactants are compound, OCC=1N=C(N(C1)COCC[Si](C)(C)C)C(C)=O (1-[4-Hydroxymethyl-1-(2-trimethylsilylethoxymethyl)-1H-imidazol-2-yl]ethanone), N([C@@H](CC(C)C)C(=O)O)C(=O)OC(C)(C)C (Boc-Leu-OH), CCN=C=NCCCN(C)C.Cl (EDC.HCl). The reagents and catalysts are CN(C)C=1C=CN=CC1 (DMAP). Run in ClCCl (dichloromethane). Reaction conditions: time 1 day. Yields the product C(C)(=O)C=1N(C=C(N1)COC([C@H](CC1=CC=CC=C1)NC(=O)OC(C)(C)C)=O)COCC[Si](C)(C)C ((S)-2-tert-Butoxycarbonylamino-3-phenyl propionic acid [2-acetyl-1-(2-trimethylsilylethoxymethyl)-1H-imidazol-4-yl]methylester). Reaction SMILES: [OH:1][CH2:2][C:3]1[N:4]=[C:5]([C:16](=[O:18])[CH3:17])[N:6]([CH2:8][O:9][CH2:10][CH2:11][Si:12]([CH3:15])([CH3:14])[CH3:13])[CH:7]=1.[NH:19]([C:28]([O:30][C:31]([CH3:34])([CH3:33])[CH3:32])=[O:29])[C@H:20]([C:25]([OH:27])=O)[CH2:21][CH:22]([CH3:24])[CH3:23].CCN=C=N[CH2:40][CH2:41][CH2:42]N(C)C.Cl>ClCCl.CN(C1C=CN=CC=1)C>[C:16]([C:5]1[N:6]([CH2:8][O:9][CH2:10][CH2:11][Si:12]([CH3:14])([CH3:13])[CH3:15])[CH:7]=[C:3]([CH2:2][O:1][C:25](=[O:27])[C@@H:20]([NH:19][C:28]([O:30][C:31]([CH3:34])([CH3:33])[CH3:32])=[O:29])[CH2:21][C:22]2[CH:23]=[CH:42][CH:41]=[CH:40][CH:24]=2)[N:4]=1)(=[O:18])[CH3:17] |f:2.3|. Reported procedure: The compound (2.00 g) obtained in (3) was dissolved in dichloromethane (10 mL), and Boc-Leu-OH (2.21 g), EDC.HCl (2.13 g), and DMAP (0.99 g) were added while stirring. After the stirring was continued for 1 day, the solvent was distilled off under reduced pressure. The resulting residue was purified by flash chromatography (ethyl acetate/chloroform=0%→25%) using silica gel column (product name: Hi-Flash Column 3 L, manufactured by Yamazen Corporation) to afford the title compound (3.20 g).